From a dataset of the Open Reaction Database (ORD), a public repository of structured organic reaction records. describe an organic reaction: reactants, conditions, products, and yield Reactants: C(CCC)(=O)C=1C=NC2=C(C=CC=C2C1Cl)OCCCSC (3-butyryl-4-chloro-8-(3-methylthiopropoxy)quinoline), ClC1=C(N)C=CC=C1 (2-chloroaniline). Solvent: C1(=CC=CC=C1)C (toluene). Conditions: temperature 55 celsius, time 8 hour. Yields the product C(CCC)(=O)C=1C=NC2=C(C=CC=C2C1NC1=C(C=CC=C1)Cl)OCCCSC (3-butyryl-4-(2-chlorophenylamino)-8-(3-methylthiopropoxy)quinoline). The yield is 79.1%. Reaction SMILES: [C:1]([C:6]1[CH:7]=[N:8][C:9]2[C:14]([C:15]=1Cl)=[CH:13][CH:12]=[CH:11][C:10]=2[O:17][CH2:18][CH2:19][CH2:20][S:21][CH3:22])(=[O:5])[CH2:2][CH2:3][CH3:4].[Cl:23][C:24]1[CH:30]=[CH:29][CH:28]=[CH:27][C:25]=1[NH2:26]>C1(C)C=CC=CC=1>[C:1]([C:6]1[CH:7]=[N:8][C:9]2[C:14]([C:15]=1[NH:26][C:25]1[CH:27]=[CH:28][CH:29]=[CH:30][C:24]=1[Cl:23])=[CH:13][CH:12]=[CH:11][C:10]=2[O:17][CH2:18][CH2:19][CH2:20][S:21][CH3:22])(=[O:5])[CH2:2][CH2:3][CH3:4]. Reported procedure: A mixture of 3-butyryl-4-chloro-8-(3-methylthiopropoxy)quinoline (0.95 g, 2.8 mmol) and 2-chloroaniline (1.51 g, 11.8 mmol) in toluene was heated to 55° C. and stirred overnight. The solvent was evaporated and the residue was partioned between methylene chloride and a saturated sodium bicarbonate solution. The organic layer was dried over Na2SO4 and evaporated. The residue was chromatographed (SiO2 ; CH2Cl2 :MeOH 95:5) yielding 0.95 g (74%) of the desired product. Starting materials: CCC(CC)(c1ccc(-c2cncc(CC(=O)OC)c2)cc1)c1ccc(OCC(=O)C(C)(C)C)c(C)c1, CO, [Cl-], [NH4+], [Na+], C1CCOC1, [OH-]. Reaction SMILES: [CH3:3][O:4][C:5]([CH2:6][c:7]1[cH:8][n:9][cH:10][c:11](-[c:13]2[cH:14][cH:15][c:16]([C:19]([CH2:20][CH3:21])([CH2:22][CH3:23])[c:24]3[cH:25][c:26]([CH3:38])[c:27]([O:30][CH2:31][C:32]([C:33]([CH3:34])([CH3:35])[CH3:36])=[O:37])[cH:28][cH:29]3)[cH:17][cH:18]2)[cH:12]1)=[O:39].[CH3:47][OH:48].[Cl-:40].[NH4+:41].[Na+:2].[O:42]1[CH2:43][CH2:44][CH2:45][CH2:46]1.[OH-:1]>>[O:4]=[C:5]([CH2:6][c:7]1[cH:8][n:9][cH:10][c:11](-[c:13]2[cH:14][cH:15][c:16]([C:19]([CH2:20][CH3:21])([CH2:22][CH3:23])[c:24]3[cH:25][c:26]([CH3:38])[c:27]([O:30][CH2:31][C:32]([C:33]([CH3:34])([CH3:35])[CH3:36])=[O:37])[cH:28][cH:29]3)[cH:17][cH:18]2)[cH:12]1)[OH:39]. Yields the product CCC(CC)(c1ccc(-c2cncc(CC(=O)O)c2)cc1)c1ccc(OCC(=O)C(C)(C)C)c(C)c1. Starting materials: FC(C=1C=C(C=C)C=C(C1)C(F)(F)F)(F)F (3,5-bis(trifluoromethyl)styrene), ClC1=CC(=CC=C1)C(=O)OO (m-chloroperbenzoic acid). The solvent is ClCCl (dichloromethane), O (water), ClCCl (dichloromethane). Yields the product FC(C=1C=C(C2CO2)C=C(C1)C(F)(F)F)(F)F (3,5-bis(Trifluoromethyl)styrene Oxide). Reaction SMILES: [F:1][C:2]([F:16])([F:15])[C:3]1[CH:4]=[C:5]([CH:8]=[C:9]([C:11]([F:14])([F:13])[F:12])[CH:10]=1)[CH:6]=[CH2:7].ClC1C=CC=C(C(OO)=[O:25])C=1>ClCCl.O>[F:1][C:2]([F:15])([F:16])[C:3]1[CH:4]=[C:5]([CH:8]=[C:9]([C:11]([F:14])([F:13])[F:12])[CH:10]=1)[CH:6]1[O:25][CH2:7]1. Procedure details: A solution of 3,5-bis(trifluoromethyl)styrene (13.3 g) and m-chloroperbenzoic acid (21 g) in dichloromethane (100 ml) was stirred at room temperature for 16 hours. The resulting suspension was diluted with water (100 ml) and dichloromethane (100 ml), and the organic phase was washed further with water (2×100 ml) and saturated brine (100 ml). After drying (MgSO4) the solvent was removed in vacuo and the residue purified by chromatography on silica (eluting with isohexane followed by 10% ethyl ace... Reactants: COc1ccc2[nH]c(C=Cc3ccccc3Cl)cc2c1, O=C1C=CC(=O)O1, Cc1ccccc1C. Reaction SMILES: [Cl:1][c:2]1[c:3]([CH:8]=[CH:9][c:10]2[nH:11][c:12]3[cH:13][cH:14][c:15]([O:19][CH3:20])[cH:16][c:17]3[cH:18]2)[cH:4][cH:5][cH:6][cH:7]1.[O:21]=[C:22]1[O:23][C:24](=[O:25])[CH:26]=[CH:27]1.[c:28]1([CH3:29])[c:30]([CH3:31])[cH:32][cH:33][cH:34][cH:35]1>>[Cl:1][c:2]1[c:3]([CH:8]2[CH2:9][c:10]3[nH:11][c:12]4[cH:13][cH:14][c:15]([O:19][CH3:20])[cH:16][c:17]4[c:18]3[CH:26]3[C:24](=[O:25])[O:23][C:22](=[O:21])[CH:27]23)[cH:4][cH:5][cH:6][cH:7]1. Yields the product COc1ccc2[nH]c3c(c2c1)C1C(=O)OC(=O)C1C(c1ccccc1Cl)C3. Reaction SMILES: [Br:1][c:2]1[cH:3][c:4]([C:8]([F:9])([F:10])[F:11])[cH:5][cH:6][cH:7]1.[CH3:12][C:13]([CH3:14])([O-:15])[CH3:16].[CH3:42][c:43]1[cH:44][cH:45][cH:46][cH:47][cH:48]1.[NH2:18][c:19]1[n:20][n:21]([CH3:41])[c:22]2[c:23](-[c:29]3[cH:30][c:31]4[cH:32][n:33][c:34]([NH:39][CH3:40])[n:35][c:36]4[cH:37][cH:38]3)[c:24]([CH3:28])[cH:25][cH:26][c:27]12.[Na+:17].[O:51]=[C:52]([CH:53]=[CH:54][c:55]1[cH:56][cH:57][cH:58][cH:59][cH:60]1)[CH:61]=[CH:62][c:63]1[cH:64][cH:65][cH:66][cH:67][cH:68]1.[O:69]=[C:70]([CH:71]=[CH:72][c:73]1[cH:74][cH:75][cH:76][cH:77][cH:78]1)[CH:79]=[CH:80][c:81]1[cH:82][cH:83][cH:84][cH:85][cH:86]1.[O:87]=[C:88]([CH:89]=[CH:90][c:91]1[cH:92][cH:93][cH:94][cH:95][cH:96]1)[CH:97]=[CH:98][c:99]1[cH:100][cH:101][cH:102][cH:103][cH:104]1.[Pd:49].[Pd:50]>>[c:2]1([NH:18][c:19]2[n:20][n:21]([CH3:41])[c:22]3[c:23](-[c:29]4[cH:30][c:31]5[cH:32][n:33][c:34]([NH:39][CH3:40])[n:35][c:36]5[cH:37][cH:38]4)[c:24]([CH3:28])[cH:25][cH:26][c:27]23)[cH:3][c:4]([C:8]([F:9])([F:10])[F:11])[cH:5][cH:6][cH:7]1. The product is CNc1ncc2cc(-c3c(C)ccc4c(Nc5cccc(C(F)(F)F)c5)nn(C)c34)ccc2n1. The reactants are FC(F)(F)c1cccc(Br)c1, CC(C)(C)[O-], Cc1ccccc1, CNc1ncc2cc(-c3c(C)ccc4c(N)nn(C)c34)ccc2n1, [Na+], O=C(C=Cc1ccccc1)C=Cc1ccccc1, O=C(C=Cc1ccccc1)C=Cc1ccccc1, O=C(C=Cc1ccccc1)C=Cc1ccccc1, [Pd], [Pd]. The reactants are C(C)(=O)O (acetic acid), C(C1=CC=CC=C1)NC1=C(C=CC=2CCN(CCC21)C(=O)OC(C)(C)C)Cl (6-benzylamino-3-tert-butoxycarbonyl-7-chloro-2,3,4,5-tetrahydro-1H-benzo[d]azepine), C(#N)[BH3-].[Na+] (sodium cyanoborohydride), C=O (formaldehyde). The solvent is CO (methanol), O (water), C(C)#N (acetonitrile), O (water). Reaction conditions: time 72 hour. Product: C(CCC(=O)O)(=O)O.ClC1=C(C2=C(CCNCC2)C=C1)N(C)CC1=CC=CC=C1 (7-Chloro-6-[(N-methyl)-benzylamino]-2,3,4,5-tetrahydro-1H-benzo[d]azepine Succinate). The yield is 95.0%. As a reaction SMILES: [CH2:1]([NH:8][C:9]1[C:19]2[CH2:18][CH2:17][N:16](C([O:22][C:23]([CH3:26])(C)C)=O)[CH2:15][CH2:14][C:13]=2[CH:12]=[CH:11][C:10]=1[Cl:27])[C:2]1[CH:7]=[CH:6][CH:5]=[CH:4][CH:3]=1.C=[O:29].[C:30]([BH3-])#N.[Na+].[C:34]([OH:37])(=[O:36])[CH3:35]>C(#N)C.CO.O>[C:23]([OH:22])(=[O:29])[CH2:26][CH2:35][C:34]([OH:37])=[O:36].[Cl:27][C:10]1[CH:11]=[CH:12][C:13]2[CH2:14][CH2:15][NH:16][CH2:17][CH2:18][C:19]=2[C:9]=1[N:8]([CH2:1][C:2]1[CH:3]=[CH:4][CH:5]=[CH:6][CH:7]=1)[CH3:30] |f:2.3,8.9|. Reported procedure: Dissolve 6-benzylamino-3-tert-butoxycarbonyl-7-chloro-2,3,4,5-tetrahydro-1H-benzo[d]azepine (50 mg, 0.11 mmol) in acetonitrile (3 mL) and add a solution of formaldehyde in water (37%, 85 μL, 0.97 mmol) followed by sodium cyanoborohydride (16.5 mg, 0.26 mmol). Heat the solution to reflux 1 h, cool to ambient temperature, add glacial acetic acid (0.25 mL) and stir 72 h. Pour the mixture into water (100 mL) containing methanol (1 mL), extract with DCM (3×20 mL), wash the organic extracts with brine... Starting materials: C(C)OC(C=O)C1=CC=CC=C1 (2-ethoxy-2-phenylethanal), C(C)(C)OC(C=O)C1=CC=CC=C1 (2-isopropoxy-2-phenylethanal). Product: C(C)(C)OC(CO)(CO)C1=CC=CC=C1 (2-isopropoxy-2-phenyl-1,3-propanediol). RXN SMILES: [CH2:1]([O:3]C(C1C=CC=CC=1)C=O)C.[CH:13]([O:16][CH:17]([C:20]1[CH:25]=[CH:24][CH:23]=[CH:22][CH:21]=1)[CH:18]=[O:19])([CH3:15])[CH3:14]>>[CH:13]([O:16][C:17]([C:20]1[CH:25]=[CH:24][CH:23]=[CH:22][CH:21]=1)([CH2:1][OH:3])[CH2:18][OH:19])([CH3:15])[CH3:14]. Procedure details: The procedure in Example 6 was repeated except that 2-ethoxy-2-phenylethanal was replaced with 2-isopropoxy-2-phenylethanal, to obtain 2-isopropoxy-2-phenyl-1,3-propanediol. The reactants are C1NCCC2=CC(=CC=C12)NC(=O)C=1C(=CC=CC1)C1=CC=C(C=C1)C(F)(F)F (4'-Trifluoromethylbiphenyl-2-carboxylic acid-(1,2,3,4-tetrahydroisoquinolin-6-yl)-amide), BrCCC#N (3-bromopropionitrile), C(C)(=O)OCC (ethyl acetate). The reagents and catalysts are CN(C1=CC=NC=C1)C (4-dimethylaminopyridine). The solvent is CN(C)C=O (DMF), CCCCCC (hexane), C(Cl)Cl (methylene chloride). Run at temperature 70 celsius. Product: C(#N)CCN1CC2=CC=C(C=C2CC1)NC(=O)C=1C(=CC=CC1)C1=CC=C(C=C1)C(F)(F)F (4'-Trifluoromethylbiphenyl-2-carboxylic acid-[2-(2-cyanoethyl)1,2,3,4-tetrahydroisoquinolin-6-yl]-amide). As a reaction SMILES: [CH2:1]1[C:10]2[C:5](=[CH:6][C:7]([NH:11][C:12]([C:14]3[C:15]([C:20]4[CH:25]=[CH:24][C:23]([C:26]([F:29])([F:28])[F:27])=[CH:22][CH:21]=4)=[CH:16][CH:17]=[CH:18][CH:19]=3)=[O:13])=[CH:8][CH:9]=2)[CH2:4][CH2:3][NH:2]1.Br[CH2:31][CH2:32][C:33]#[N:34].C(OCC)(=O)C>CN(C)C1C=CN=CC=1.CN(C=O)C.C(Cl)Cl.CCCCCC>[C:33]([CH2:32][CH2:31][N:2]1[CH2:3][CH2:4][C:5]2[C:10](=[CH:9][CH:8]=[C:7]([NH:11][C:12]([C:14]3[C:15]([C:20]4[CH:25]=[CH:24][C:23]([C:26]([F:27])([F:28])[F:29])=[CH:22][CH:21]=4)=[CH:16][CH:17]=[CH:18][CH:19]=3)=[O:13])[CH:6]=2)[CH2:1]1)#[N:34]. Reported procedure: Compound (II) (780 mg, 1.97 mmole), 3-bromopropionitrile (290 mg, 2.17 mmole) and 4-dimethylaminopyridine (264 mg, 2.16 mmole) were combined in 10 mL of DMF and heated to 70° C. for 72 hrs. The reaction was diluted with methylene chloride, washed with water and brine, and then dried over magnesium sulfate. Purification of the residue obtained on evaporation was carried out with silica gel chromatography using a gradient of 10-100% ethyl acetate in hexane as the eluent.